The task is: describe an organic reaction: reactants, conditions, products, and yield. This data is from the Open Reaction Database (ORD), a public repository of structured organic reaction records. Starting materials: CC(C1=CC=CC=C1)N ((+)-α-methylbenzylamine), R-(+)-1-(α-methylbenzyl)-5-imidazolecarboxylic acid, [OH-].[Na+] (sodium hydroxide), O(C(C)C)C(C)C (2,2'-oxybispropane). Product: C[C@H](C1=CC=CC=C1)N (R-(+)-α-methylbenzylamine). As a reaction SMILES: [CH3:1][CH:2]([NH2:9])[C:3]1[CH:8]=[CH:7][CH:6]=[CH:5][CH:4]=1.[OH-].[Na+].O(C(C)C)C(C)C>>[CH3:1][C@@H:2]([NH2:9])[C:3]1[CH:8]=[CH:7][CH:6]=[CH:5][CH:4]=1 |f:1.2|. Reported procedure: A mixture of 1 part of (+)-α-methylbenzylamine salt with R-(+)-1-(α-methylbenzyl)-5-imidazolecarboxylic acid and 6 parts of sodium hydroxide solution 1N is shaken in a closed tube till all solid enters solution (pH = ± 11). The resulting solution is shaken five times for 1 minute, each time after the addition of 1.4 parts of 2,2'-oxybispropane. The organic phases are combined (the alkaline aqueous phase is set aside) and evaporated, yielding R-(+)-α-methylbenzylamine. Starting materials: C1(=CC=CC=C1)[C@@H](C)N1CCC2C1CN(C2)C(=O)OCC (Ethyl 1-((R)-1-phenylethyl)hexahydropyrrolo[2,3-c]pyrrole-5(1H)-carboxylate), C1(=CC=CC=C1)[C@@H](C)N1CCC2C1CN(C2)C(=O)OCC (ethyl 1-((R)-1-phenylethyl)hexahydropyrrolo[2,3-c]pyrrole-5(1H)-carboxylate). The reagents and catalysts are [OH-].[OH-].[Pd+2] (Palladium hydroxide on activated carbon). Solvent: CO (MeOH), CO (methanol). Reaction conditions: temperature 50 celsius. Yields the product N1C2C(CC1)CN(C2)C(=O)OCC (Ethyl hexahydropyrrolo[3,4-b]pyrrole-5(1H)-carboxylate). Reaction SMILES: C1([C@H]([N:9]2[CH:13]3[CH2:14][N:15]([C:17]([O:19][CH2:20][CH3:21])=[O:18])[CH2:16][CH:12]3[CH2:11][CH2:10]2)C)C=CC=CC=1>CO.[OH-].[OH-].[Pd+2]>[NH:9]1[CH2:10][CH2:11][CH:12]2[CH2:16][N:15]([C:17]([O:19][CH2:20][CH3:21])=[O:18])[CH2:14][CH:13]12 |f:2.3.4|. Procedure details: 5% Palladium hydroxide on activated carbon (13.9 g, 50% w/w in water) was added to a pressure reactor. The product of Example A3 (as 506.8 g of a 25.9 wt % solution of ethyl 1-((R)-1-phenylethyl)hexahydropyrrolo[2,3-c]pyrrole-5(1H)-carboxylate (131.3 g) in MeOH) was added, followed by a methanol rinse (37 g). The mixture was heated to 50° C. under an atmosphere of hydrogen (40 psi) for 4 hours. The mixture was filtered through Hyflo® Filter Aid and rinsed with 200 mL of MeOH to provide a solutio... Reactants: COC1=CC=C(C=C1)O (4-methoxyphenol), [N+](=O)(O)[O-] (nitric acid). Solvent: ClCCl (dichloromethane). Product: COC1=CC(=C(C=C1)O)[N+](=O)[O-] (4-methoxy-2-nitrophenol). Yield: 58.0%. RXN SMILES: [CH3:1][O:2][C:3]1[CH:8]=[CH:7][C:6]([OH:9])=[CH:5][CH:4]=1.[N+:10]([O-])([OH:12])=[O:11]>ClCCl>[CH3:1][O:2][C:3]1[CH:8]=[CH:7][C:6]([OH:9])=[C:5]([N+:10]([O-:12])=[O:11])[CH:4]=1. Procedure details: To a stirred solution of 124 mg of 4-methoxyphenol in dichloromethane were added 1 g of silica gel and 0.077 ml of concentrated nitric acid at room temperature. After the completion of the reaction was detected by thin layer chromatography, the reaction mixture was filtered using Cerite. The filtrate was evaporated, and the residue was purified by silica gel chromatography (dichloromethane) to give 98.5 mg (58%) of 4-methoxy-2-nitrophenol. Reactants: CCOC(=O)c1c(CCc2ccc(F)cc2)nc2c(c1-c1cc(C(=O)O)cs1)C(=O)N1CCCC21, CCN=C=NCCCN(C)C, ClCCl, Cl, NCc1ccc(F)c(F)c1, On1nnc2ccccc21. Product: CCOC(=O)c1c(CCc2ccc(F)cc2)nc2c(c1-c1cc(C(=O)NCc3ccc(F)c(F)c3)cs1)C(=O)N1CCCC21. As a reaction SMILES: [CH2:1]([CH3:2])[O:3][C:4](=[O:5])[c:6]1[c:7](-[c:28]2[cH:29][c:30]([C:33](=[O:34])[OH:35])[cH:31][s:32]2)[c:8]2[c:9]([n:17][c:18]1[CH2:19][CH2:20][c:21]1[cH:22][cH:23][c:24]([F:27])[cH:25][cH:26]1)[CH:10]1[CH2:11][CH2:12][CH2:13][N:14]1[C:15]2=[O:16].[CH3:46][CH2:47][N:48]=[C:49]=[N:50][CH2:51][CH2:52][CH2:53][N:54]([CH3:55])[CH3:56].[Cl:68][CH2:69][Cl:70].[ClH:67].[F:36][c:37]1[cH:38][c:39]([CH2:40][NH2:41])[cH:42][cH:43][c:44]1[F:45].[OH:57][n:58]1[c:59]2[c:60]([cH:61][cH:62][cH:63][cH:64]2)[n:65][n:66]1>>[CH2:1]([CH3:2])[O:3][C:4](=[O:5])[c:6]1[c:7](-[c:28]2[cH:29][c:30]([C:33](=[O:34])[NH:41][CH2:40][c:39]3[cH:38][c:37]([F:36])[c:44]([F:45])[cH:43][cH:42]3)[cH:31][s:32]2)[c:8]2[c:9]([n:17][c:18]1[CH2:19][CH2:20][c:21]1[cH:22][cH:23][c:24]([F:27])[cH:25][cH:26]1)[CH:10]1[CH2:11][CH2:12][CH2:13][N:14]1[C:15]2=[O:16]. Reactants: CCCOC1CCNCC1, C#CCn1c(=O)oc2ccccc21, CCOC(C)=O, Cl[Cu]. The product is CCCOC1CCN(CCCn2c(=O)oc3ccccc32)CC1. RXN SMILES: [CH2:14]([CH2:15][CH3:16])[O:17][CH:18]1[CH2:19][CH2:20][NH:21][CH2:22][CH2:23]1.[CH2:1]([C:2]#[CH:3])[n:4]1[c:5](=[O:13])[o:6][c:7]2[c:8]1[cH:9][cH:10][cH:11][cH:12]2.[CH3:26][CH2:27][O:28][C:29]([CH3:30])=[O:31].[Cu:24][Cl:25]>>[CH2:1]([CH2:2][CH2:3][N:21]1[CH2:20][CH2:19][CH:18]([O:17][CH2:14][CH2:15][CH3:16])[CH2:23][CH2:22]1)[n:4]1[c:5](=[O:13])[o:6][c:7]2[c:8]1[cH:9][cH:10][cH:11][cH:12]2. Starting materials: c1ccc(COCn2cccn2)cc1, O=Cc1ccc([N+](=O)[O-])c(OCc2ccccc2)c1, C1CCOC1, [Li]CCCC. The product is O=[N+]([O-])c1ccc(C(O)c2ccnn2COCc2ccccc2)cc1OCc1ccccc1. As a reaction SMILES: [CH2:1]([c:2]1[cH:3][cH:4][cH:5][cH:6][cH:7]1)[O:8][CH2:9][n:10]1[n:11][cH:12][cH:13][cH:14]1.[CH2:20]([c:21]1[cH:22][cH:23][cH:24][cH:25][cH:26]1)[O:27][c:28]1[cH:29][c:30]([CH:31]=[O:32])[cH:33][cH:34][c:35]1[N+:36](=[O:37])[O-:38].[CH2:39]1[O:40][CH2:41][CH2:42][CH2:43]1.[CH3:15][CH2:16][CH2:17][CH2:18][Li:19]>>[CH2:1]([c:2]1[cH:3][cH:4][cH:5][cH:6][cH:7]1)[O:8][CH2:9][n:10]1[n:11][cH:12][cH:13][c:14]1[CH:31]([c:30]1[cH:29][c:28]([O:27][CH2:20][c:21]2[cH:22][cH:23][cH:24][cH:25][cH:26]2)[c:35]([N+:36](=[O:37])[O-:38])[cH:34][cH:33]1)[OH:32]. Reactants: C(=S)=S (carbon disulfide), ClC1=CC=C(C=C1)CNC1=C(N)C=C(C=C1)F (2-(4-chlorophenylmethylamino)-5-fluoroaniline). Solvent: C(C)O (ethanol). Yields the product ClC1=CC=C(C=C1)CN1C(=NC2=C1C=CC(=C2)F)S (1-(4-chlorophenylmethyl)-2-mercapto-5-fluorobenzimidazole). Reaction SMILES: [C:1](=[S:3])=S.[Cl:4][C:5]1[CH:10]=[CH:9][C:8]([CH2:11][NH:12][C:13]2[CH:19]=[CH:18][C:17]([F:20])=[CH:16][C:14]=2[NH2:15])=[CH:7][CH:6]=1>C(O)C>[Cl:4][C:5]1[CH:10]=[CH:9][C:8]([CH2:11][N:12]2[C:13]3[CH:19]=[CH:18][C:17]([F:20])=[CH:16][C:14]=3[N:15]=[C:1]2[SH:3])=[CH:7][CH:6]=1. Procedure details: 25 ml of carbon disulfide are added to 35.2 g of 2-(4-chlorophenylmethylamino)-5-fluoroaniline, prepared in Example 8, dissolved in 500 ml of ethanol. The mixture is refluxed for 12 hours and allowed to return to room temperature. After standing for a few hours, the crystals are filtered off and washed with ethanol and then with isopropanol and ether to give 33 g of 1-(4-chlorophenylmethyl)-2-mercapto-5-fluorobenzimidazole in the form of crystals melting at 215° C.